From a dataset of the Open Reaction Database (ORD), a public repository of structured organic reaction records. describe an organic reaction: reactants, conditions, products, and yield As a reaction SMILES: [C:1](#[C:2][CH2:3][CH2:4][CH2:5][CH2:6][CH2:7][CH2:8][CH2:9][CH2:10][CH2:11][CH2:12][CH3:13])[c:14]1[cH:15][cH:16][c:17]([CH:18]=[CH:19][C:20](=[O:21])[O:22][CH3:23])[cH:24][cH:25]1.[H:26][H:27].[Pd:34].[cH:28]1[cH:29][cH:30][n:31][cH:32][cH:33]1>>[CH:1](=[CH:2][CH2:3][CH2:4][CH2:5][CH2:6][CH2:7][CH2:8][CH2:9][CH2:10][CH2:11][CH2:12][CH3:13])[c:14]1[cH:15][cH:16][c:17]([CH:18]=[CH:19][C:20](=[O:21])[O:22][CH3:23])[cH:24][cH:25]1. Yields the product CCCCCCCCCCCC=Cc1ccc(C=CC(=O)OC)cc1. The reactants are CCCCCCCCCCCC#Cc1ccc(C=CC(=O)OC)cc1, [H][H], [Pd], c1ccncc1. Starting materials: C[SiH](OC)OC (methyldimethoxysilane), C(C=C)N (allylamine), C1=CC=CC=2C3=CC=CC=C3NC12 (carbazole). Run in C(C)O (ethanol). Reaction conditions: temperature 60 celsius, time 4 hour. The product is 36.2, NCCC[Si](OC)(OC)C (γ-aminopropylmethyldimethoxysilane). Isolated yield 74.0%. As a reaction SMILES: [CH2:1]([NH2:4])[CH:2]=[CH2:3].C1C2NC3C(=CC=CC=3)C=2C=CC=1.[CH3:18][SiH:19]([O:22][CH3:23])[O:20][CH3:21]>C(O)C>[NH2:4][CH2:1][CH2:2][CH2:3][Si:19]([CH3:18])([O:22][CH3:23])[O:20][CH3:21]. Reported procedure: Into the same reactor as used in Example 1, 17.1 parts of allylamine, 0.3 part of carbazole, 0.00005 part as platinum atom of the same platinum complex as in Example 1 were charged, 31.8 parts of methyldimethoxysilane were added dropwise at 40° C. over 5 minutes, followed further by continuing stirring for 4 hours while maintaining the liquid temperature at 60° C. After cooling, 1.7 parts of ethanol were added and distillation was carried out to give 36.2 parts of γ-aminopropylmethyldimethoxysil... Reaction SMILES: [CH3:1][O:2][C:3]1[CH:8]=[CH:7][C:6]([Mg]Br)=[CH:5][CH:4]=1.[CH2:11]([O:18][C:19]1[CH:39]=[CH:38][C:22]([C:23]([CH:25]2[C:34]3[C:29](=[CH:30][C:31]([O:35][CH3:36])=[CH:32][CH:33]=3)[CH2:28][CH2:27][C:26]2=O)=[O:24])=[CH:21][CH:20]=1)[C:12]1[CH:17]=[CH:16][CH:15]=[CH:14][CH:13]=1.[Cl-].[NH4+]>O1CCCC1>[CH3:1][O:2][C:3]1[CH:8]=[CH:7][C:6]([CH:28]2[C:29]3[C:34](=[CH:33][CH:32]=[C:31]([O:35][CH3:36])[CH:30]=3)[C:25]([C:23](=[O:24])[C:22]3[CH:38]=[CH:39][C:19]([O:18][CH2:11][C:12]4[CH:13]=[CH:14][CH:15]=[CH:16][CH:17]=4)=[CH:20][CH:21]=3)=[CH:26][CH2:27]2)=[CH:5][CH:4]=1 |f:2.3|. The product is COC1=CC=C(C=C1)C1CC=C(C2=CC=C(C=C12)OC)C(C1=CC=C(C=C1)OCC1=CC=CC=C1)=O (4-methoxyphenyl-4-(4-benzyloxybenzoyl)-7-methoxy-1,2-dihydronaphthalene). Reported procedure: To a solution of about 50 grams (0.24 mole) of p-methoxyphenylmagnesium bromide in tetrahydrofuran (THF) were added at room temperature 30.2 grams (0.08 mole) of 1-(p-benzyloxybenzoyl)-6-methoxy-2-tetralone dissolved in THF. Upon completion of the addition, the entire mixture was warmed to 45° C. Analysis of a sample of the mixture by thin-layer chromatography (TLC) showed the absence of starting material. The mixture then was poured into aqueous ammonium chloride solution, and the resulting mix... Solvent: O1CCCC1 (THF), O1CCCC1 (tetrahydrofuran). Reactants: COC1=CC=C(C=C1)[Mg]Br (p-methoxyphenylmagnesium bromide), C(C1=CC=CC=C1)OC1=CC=C(C(=O)C2C(CCC3=CC(=CC=C23)OC)=O)C=C1 (1-(p-benzyloxybenzoyl)-6-methoxy-2-tetralone), [Cl-].[NH4+] (ammonium chloride). Conditions: temperature 45 celsius. The reactants are ClC1=CC(=C(CN2N=CC3=CC(=CC=C23)\C=C/2\C(N(C(S2)=O)C[C@H]2NCCC2)=O)C=C1)C(F)(F)F ((5Z)-5-({1-[4-chloro-2-(trifluoromethyl)benzyl]-1H-indazol-5-yl}methylidene)-3-[(2S)-pyrrolidin-2-ylmethyl]-1,3-thiazolidine-2,4-dione), BrCC(=O)N (2-bromoacetamide). Yields the product ClC1=CC(=C(CN2N=CC3=CC(=CC=C23)\C=C/2\C(N(C(S2)=O)C[C@H]2N(CCC2)CC(=O)N)=O)C=C1)C(F)(F)F (2-[(2S)-2-{[(5Z)-5-({1-[4-Chloro-2-(trifluoromethyl)benzyl]-1H-indazol-5-yl}methylidene)-2,4-dioxo-1,3-thiazolidin-3-yl]methyl}pyrrolidin-1-yl]acetamide). Reaction SMILES: [Cl:1][C:2]1[CH:31]=[CH:30][C:5]([CH2:6][N:7]2[C:15]3[C:10](=[CH:11][C:12](/[CH:16]=[C:17]4/[C:18](=[O:29])[N:19]([CH2:23][C@@H:24]5[CH2:28][CH2:27][CH2:26][NH:25]5)[C:20](=[O:22])[S:21]/4)=[CH:13][CH:14]=3)[CH:9]=[N:8]2)=[C:4]([C:32]([F:35])([F:34])[F:33])[CH:3]=1.Br[CH2:37][C:38]([NH2:40])=[O:39]>>[Cl:1][C:2]1[CH:31]=[CH:30][C:5]([CH2:6][N:7]2[C:15]3[C:10](=[CH:11][C:12](/[CH:16]=[C:17]4/[C:18](=[O:29])[N:19]([CH2:23][C@@H:24]5[CH2:28][CH2:27][CH2:26][N:25]5[CH2:37][C:38]([NH2:40])=[O:39])[C:20](=[O:22])[S:21]/4)=[CH:13][CH:14]=3)[CH:9]=[N:8]2)=[C:4]([C:32]([F:35])([F:33])[F:34])[CH:3]=1. Reported procedure: 2-[(2S)-2-{[(5Z)-5-({1-[4-Chloro-2-(trifluoromethyl)benzyl]-1H-indazol-5-yl}methylidene)-2,4-dioxo-1,3-thiazolidin-3-yl]methyl}pyrrolidin-1-yl]acetamide was prepared from (5Z)-5-({1-[4-chloro-2-(trifluoromethyl)benzyl]-1H-indazol-5-yl}methylidene)-3-[(2S)-pyrrolidin-2-ylmethyl]-1,3-thiazolidine-2,4-dione (Example 145) and 2-bromoacetamide following General Procedure H. The reactants are IC1=CC=C(C=C1)[C@H](C)NC(C)=O ((S)—N-[1-(4-iodo-phenyl)-ethyl]-acetamide), C(C)(C)(C)C1=CC=C(OC2CNC2)C=C1 (3-(4-tert-butyl-phenoxy)-azetidine), [O-]P(=O)([O-])[O-].[K+].[K+].[K+] (K3PO4), C(CO)O (ethyleneglycol). The reagents and catalysts are [Cu]I (CuI). Run in C(C)(C)O (isopropanol), C(C)(=O)OCC (Ethyl acetate). Conditions: temperature 80 celsius, time 12 hour. Yields the product C(C)(C)(C)C1=CC=C(OC2CN(C2)C2=CC=C(C=C2)[C@H](C)NC(C)=O)C=C1 ((S)—N-(1-{4-[3-(4-tert-Butyl-phenoxy)-azetidin-1-yl]-phenyl}-ethyl)-acetamide). RXN SMILES: I[C:2]1[CH:7]=[CH:6][C:5]([C@@H:8]([NH:10][C:11](=[O:13])[CH3:12])[CH3:9])=[CH:4][CH:3]=1.[C:14]([C:18]1[CH:28]=[CH:27][C:21]([O:22][CH:23]2[CH2:26][NH:25][CH2:24]2)=[CH:20][CH:19]=1)([CH3:17])([CH3:16])[CH3:15].[O-]P([O-])([O-])=O.[K+].[K+].[K+].C(O)CO>C(O)(C)C.[Cu]I.C(OCC)(=O)C>[C:14]([C:18]1[CH:28]=[CH:27][C:21]([O:22][CH:23]2[CH2:26][N:25]([C:2]3[CH:7]=[CH:6][C:5]([C@@H:8]([NH:10][C:11](=[O:13])[CH3:12])[CH3:9])=[CH:4][CH:3]=3)[CH2:24]2)=[CH:20][CH:19]=1)([CH3:17])([CH3:15])[CH3:16] |f:2.3.4.5|. Reported procedure: Under an argon atmosphere a mixture of 0.28 g (0.97 mmol) (S)—N-[1-(4-iodo-phenyl)-ethyl]-acetamide (III.1), 0.20 g (0.98 mmol) 3-(4-tert-butyl-phenoxy)-azetidine, 0.0093 g (0.049 mmol) CuI, 0.41 g (1.95 mmol) K3PO4 and 0.12 g (1.95 mmol) ethyleneglycol in 1.0 mL isopropanol is stirred for 12 h at 80° C. 100 mL Ethyl acetate are added and the mixture is washed with ammonia solution (5%, 2×). The aq. layer is extracted with ethyl acetate (1×) and the combined organic layers are dried (MgSO4) and ... The reactants are C1(=CC=CC=C1)C(N1CCNCCC1)C1=CC=CC=C1 (1-(diphenylmethyl)hexahydro-1H-1,4-diazepine), BrCCCN1C(C=2C(C1=O)=CC=CC2)=O (N-(3-bromopropyl)phthalimide), C([O-])([O-])=O.[K+].[K+] (potassium carbonate). Solvent: CC(=O)C (acetone). Conditions: temperature 50 celsius, time 6 hour. Product: C1(=CC=CC=C1)C(N1CCN(CCC1)CCCN1C(C=2C(C1=O)=CC=CC2)=O)C2=CC=CC=C2 (N-[3-{4-(diphenylmethyl)hexahydro-1H-1,4-diazepin-1-yl}propyl]phthalimide). The yield is 64.7%. As a reaction SMILES: [C:1]1([CH:7]([C:15]2[CH:20]=[CH:19][CH:18]=[CH:17][CH:16]=2)[N:8]2[CH2:14][CH2:13][CH2:12][NH:11][CH2:10][CH2:9]2)[CH:6]=[CH:5][CH:4]=[CH:3][CH:2]=1.Br[CH2:22][CH2:23][CH2:24][N:25]1[C:29](=[O:30])[C:28]2=[CH:31][CH:32]=[CH:33][CH:34]=[C:27]2[C:26]1=[O:35].C(=O)([O-])[O-].[K+].[K+]>CC(C)=O>[C:15]1([CH:7]([C:1]2[CH:2]=[CH:3][CH:4]=[CH:5][CH:6]=2)[N:8]2[CH2:14][CH2:13][CH2:12][N:11]([CH2:22][CH2:23][CH2:24][N:25]3[C:29](=[O:30])[C:28]4=[CH:31][CH:32]=[CH:33][CH:34]=[C:27]4[C:26]3=[O:35])[CH2:10][CH2:9]2)[CH:20]=[CH:19][CH:18]=[CH:17][CH:16]=1 |f:2.3.4|. Procedure: To a mixture of 1-(diphenylmethyl)hexahydro-1H-1,4-diazepine (2.0 g), N-(3-bromopropyl)phthalimide (2.01 g) and anhydrous potassium carbonate (3.1 g) was added acetone (10 ml) and then stirred for 6 hours at 50° C. The reaction mixture was filtered and the filtrate was concentrated in vacuo and then the resultant oily residue was subjected to a column chromatography on silica gel using a mixture of ethyl acetate and chloroform (2:3) for elution to give N-[3-{4-(diphenylmethyl)hexahydro-1H-1,4-di...